Dataset: the Open Reaction Database (ORD), a public repository of structured organic reaction records. Task: describe an organic reaction: reactants, conditions, products, and yield Starting materials: CO, CCCCC, O=C(Cl)c1cnoc1-c1ccc(Cl)cc1Cl. Product: COC(=O)c1cnoc1-c1ccc(Cl)cc1Cl. As a reaction SMILES: [CH3:17][OH:18].[CH3:19][CH2:20][CH2:21][CH2:22][CH3:23].[Cl:1][c:2]1[c:3](-[c:9]2[c:10]([C:14](=[O:15])[Cl:16])[cH:11][n:12][o:13]2)[cH:4][cH:5][c:6]([Cl:8])[cH:7]1>>[Cl:1][c:2]1[c:3](-[c:9]2[c:10]([C:14](=[O:15])[O:18][CH3:17])[cH:11][n:12][o:13]2)[cH:4][cH:5][c:6]([Cl:8])[cH:7]1. Starting materials: [Al+3], CCOC(=O)C(O)(CC(C)(C)c1ccc(Cl)c(F)c1OC)C(F)(F)F, CCOCC, [H-], [H-], [H-], [H-], [Li+], [Na+], O=C([O-])O. As a reaction SMILES: [Al+3:27].[CH2:1]([O:3][C:4](=[O:2])[C:5]([CH2:6][C:7]([CH3:8])([CH3:9])[c:10]1[c:11]([O:18][CH3:19])[c:12]([F:17])[c:13]([Cl:16])[cH:14][cH:15]1)([OH:20])[C:21]([F:22])([F:23])[F:24])[CH3:25].[CH3:37][CH2:38][O:39][CH2:40][CH3:41].[H-:26].[H-:29].[H-:30].[H-:31].[Li+:28].[Na+:36].[O-:32][C:33]([OH:34])=[O:35]>>[O:3]=[CH:4][C:5]([CH2:6][C:7]([CH3:8])([CH3:9])[c:10]1[c:11]([O:18][CH3:19])[c:12]([F:17])[c:13]([Cl:16])[cH:14][cH:15]1)([OH:20])[C:21]([F:22])([F:23])[F:24]. The product is COc1c(C(C)(C)CC(O)(C=O)C(F)(F)F)ccc(Cl)c1F.